This data is from the Open Reaction Database (ORD), a public repository of structured organic reaction records. The task is: describe an organic reaction: reactants, conditions, products, and yield The reactants are N1(CCCCC1)CC1=CC(=NC=C1)OC\C=C/CNC(CCl)=O (N-[4-(4-piperidinomethyl-2-pyridyloxy) -cis-2-butenyl]-2-chloroacetamide), CN1N=NN=C1S (1-methyl-5-mercaptotetrazole). Yields the product N1(CCCCC1)CC1=CC(=NC=C1)OC\C=C/CNC(CSC1=NN=NN1C)=O (N-[4-(4-Piperidinomethyl-2-pyridyloxy)-cis-2-butenyl]-2-(1-methyltetrazol-5-ylthio)acetamide). Yield: 87.0%. RXN SMILES: [N:1]1([CH2:7][C:8]2[CH:13]=[CH:12][N:11]=[C:10]([O:14][CH2:15]/[CH:16]=[CH:17]\[CH2:18][NH:19][C:20](=[O:23])[CH2:21]Cl)[CH:9]=2)[CH2:6][CH2:5][CH2:4][CH2:3][CH2:2]1.[CH3:24][N:25]1[C:29]([SH:30])=[N:28][N:27]=[N:26]1>>[N:1]1([CH2:7][C:8]2[CH:13]=[CH:12][N:11]=[C:10]([O:14][CH2:15]/[CH:16]=[CH:17]\[CH2:18][NH:19][C:20](=[O:23])[CH2:21][S:30][C:29]3[N:25]([CH3:24])[N:26]=[N:27][N:28]=3)[CH:9]=2)[CH2:6][CH2:5][CH2:4][CH2:3][CH2:2]1. Procedure: Following a procedure similar to that described in Example 33, but using N-[4-(4-piperidinomethyl-2-pyridyloxy) -cis-2-butenyl]-2-chloroacetamide (prepared as described in Preparation 1) and 1-methyl-5-mercaptotetrazole as starting materials, in relative proportions similar to those used in that Example, the title compound was obtained as a white powder, melting at 58°-62° C., in an 87% yield. The reactants are InBr3, [SiH](CC)(CC)CC (Et3SiH), O=C1OC2CC3(CC(CC1C3)C2)NC(C)=O (N-(5-oxo-4-oxatricyclo[4.3.1.13,8]undecan-1-yl)acetamide). Run in C(Cl)(Cl)Cl (CHCl3), O (H2O). Run at temperature 60 celsius. Yields the product C12(CC3OCC(CC(C1)C3)C2)NC(C)=O (N-(4-oxatricyclo[4.3.1.13,8]undecan-1-yl)acetamide). The yield is 70.0%. As a reaction SMILES: [SiH](CC)(CC)CC.O=[C:9]1[CH:17]2[CH2:18][C:13]3([NH:20][C:21](=[O:23])[CH3:22])[CH2:14][CH:15]([CH2:19][CH:11]([CH2:12]3)[O:10]1)[CH2:16]2>C(Cl)(Cl)Cl.O>[C:13]12([NH:20][C:21](=[O:23])[CH3:22])[CH2:18][CH:17]3[CH2:16][CH:15]([CH2:19][CH:11]([O:10][CH2:9]3)[CH2:12]1)[CH2:14]2. Procedure details: InBr3 (0.056 mmol) and Et3SiH (12.6 mmol) were successively added to a solution of lactone 16A (0.54 mmol) in CHCl3 (5 mL) and the reaction mixture was heated at 60° C. for 1 h. The reaction mixture was allowed to cool to rt, was diluted with H2O (10 mL), and the layers were separated. The aqueous layer was extracted with DCM (3×10 mL) and the combined organic layers were dried (Na2SO4) and concentrated. The residue was purified by silica gel chromatography (10/90 to 30/70 EtOAc/hexane) to provi... The reactants are C1(CCCCC1)C(=O)Cl (Cyclohexanecarbonyl chloride), C(C)(C)N(CC)C(C)C (diisopropyl ethylamine), ClC1=CC=C(C=C1)N1C(N(C[C@@H]1C1=CC(=CC=C1)C(F)(F)F)CCC(N)=NO)=O ((S)-3-(3-(4-chlorophenyl)-2-oxo-4-(3-(trifluoromethyl)phenyl)-imidazolidin-1-yl)-N′-hydroxypropanimidamide). Run in C(C)(=O)OCC (ethyl acetate), ClCCl (dichloromethane). Reaction conditions: time 3 hour. Product: ClC1=CC=C(C=C1)N1C(N(C[C@@H]1C1=CC(=CC=C1)C(F)(F)F)CCC(N)=NOC(=O)C1CCCCC1)=O ((S)-3-(3-(4-chlorophenyl)-2-oxo-4-(3-(trifluoromethyl)phenyl)imidazolidin-1-yl)-N′-(cyclohexanecarbonyloxy)propanimidamide). As a reaction SMILES: [Cl:1][C:2]1[CH:7]=[CH:6][C:5]([N:8]2[C@@H:12]([C:13]3[CH:18]=[CH:17][CH:16]=[C:15]([C:19]([F:22])([F:21])[F:20])[CH:14]=3)[CH2:11][N:10]([CH2:23][CH2:24][C:25](=[N:27][OH:28])[NH2:26])[C:9]2=[O:29])=[CH:4][CH:3]=1.[CH:30]1([C:36](Cl)=[O:37])[CH2:35][CH2:34][CH2:33][CH2:32][CH2:31]1.C(N(C(C)C)CC)(C)C>ClCCl.C(OCC)(=O)C>[Cl:1][C:2]1[CH:7]=[CH:6][C:5]([N:8]2[C@@H:12]([C:13]3[CH:18]=[CH:17][CH:16]=[C:15]([C:19]([F:22])([F:21])[F:20])[CH:14]=3)[CH2:11][N:10]([CH2:23][CH2:24][C:25](=[N:27][O:28][C:36]([CH:30]3[CH2:35][CH2:34][CH2:33][CH2:32][CH2:31]3)=[O:37])[NH2:26])[C:9]2=[O:29])=[CH:4][CH:3]=1. Reported procedure: (S)-3-(3-(4-chlorophenyl)-2-oxo-4-(3-(trifluoromethyl)phenyl)-imidazolidin-1-yl)-N′-hydroxypropanimidamide (28.7 mg, 0.067 mmol) is dissolved in dichloromethane (2 mL). Cyclohexanecarbonyl chloride (14.8 mg, 0.10 mmol) and diisopropyl ethylamine (26.3 mg, 0.20 mmol) are then added. The reaction is stirred for 3 h at room temperature. The reaction is diluted with ethyl acetate followed by quenching with sat. sodium bicarbonate solution. The organic layer is washed with brine and dried with MgSO4.... The reactants are O=C1CCC(=O)N1Br, ClCCl, O, c1ccc(C2Cc3cnc4[nH]ncc4c3-c3ccccc32)cc1. Yields the product Brc1n[nH]c2ncc3c(c12)-c1ccccc1C(c1ccccc1)C3. RXN SMILES: [Br:24][N:25]1[C:26](=[O:27])[CH2:28][CH2:29][C:30]1=[O:31].[Cl:33][CH2:34][Cl:35].[OH2:32].[c:1]1([CH:7]2[c:8]3[c:9]([cH:20][cH:21][cH:22][cH:23]3)-[c:10]3[c:11]4[c:12]([n:13][cH:14][c:15]3[CH2:16]2)[nH:17][n:18][cH:19]4)[cH:2][cH:3][cH:4][cH:5][cH:6]1>>[c:1]1([CH:7]2[c:8]3[c:9]([cH:20][cH:21][cH:22][cH:23]3)-[c:10]3[c:11]4[c:12]([n:13][cH:14][c:15]3[CH2:16]2)[nH:17][n:18][c:19]4[Br:24])[cH:2][cH:3][cH:4][cH:5][cH:6]1. Starting materials: FC1=CC=C(C=C1)NC(=O)C=1C=NC(=NC1)OCC(=O)O ([5-(4-fluorophenylcarbamoyl)pyrimidin-2-yloxy]acetic acid), BrC1=CC=C(C=C1)C1(CCNCC1)O (4-(4-bromophenyl)-piperidin-4-ol). Product: FC1=CC=C(C=C1)NC(=O)C=1C=NC(=NC1)OCC(=O)N1CCC(CC1)(O)C1=CC=C(C=C1)Br (2-{2-[4-(4-Bromophenyl)-4-hydroxy-piperidin-1-yl]-2-oxo-ethoxy}-pyrimidine-5-carboxylic acid (4-fluorophenyl)amide). The yield is 84.0%. Reaction SMILES: [F:1][C:2]1[CH:7]=[CH:6][C:5]([NH:8][C:9]([C:11]2[CH:12]=[N:13][C:14]([O:17][CH2:18][C:19]([OH:21])=O)=[N:15][CH:16]=2)=[O:10])=[CH:4][CH:3]=1.[Br:22][C:23]1[CH:28]=[CH:27][C:26]([C:29]2([OH:35])[CH2:34][CH2:33][NH:32][CH2:31][CH2:30]2)=[CH:25][CH:24]=1>>[F:1][C:2]1[CH:3]=[CH:4][C:5]([NH:8][C:9]([C:11]2[CH:16]=[N:15][C:14]([O:17][CH2:18][C:19]([N:32]3[CH2:31][CH2:30][C:29]([C:26]4[CH:27]=[CH:28][C:23]([Br:22])=[CH:24][CH:25]=4)([OH:35])[CH2:34][CH2:33]3)=[O:21])=[N:13][CH:12]=2)=[O:10])=[CH:6][CH:7]=1. Procedure details: The titled compound was prepared from [5-(4-fluorophenylcarbamoyl)pyrimidin-2-yloxy]acetic acid using 4-(4-bromophenyl)-piperidin-4-ol (56 mg, 0.22 mmol) as the coupling partner. Concentration (no chromatography) yielded 76 mg (84%) of the titled compound. ESI-MS m/z 530, 532 (MH+), 527, 529 (M−H−). The reactants are C(CC)C1=C(C=CC=C1)O (n-propylphenol), C(C)(=O)O (acetic acid), BrBr (bromine), C(C)(=O)O (acetic acid). Run at temperature 60 celsius. Product: BrC1=C(C=CC(=C1)CCC)O (2-bromo-4-n-propylphenol). Reaction SMILES: [CH2:1]([C:4]1[CH:9]=[CH:8][CH:7]=C[C:5]=1O)[CH2:2]C.[Br:11]Br.[C:13]([OH:16])(=O)[CH3:14]>>[Br:11][C:2]1[CH:1]=[C:4]([CH2:9][CH2:8][CH3:7])[CH:5]=[CH:14][C:13]=1[OH:16]. Procedure details: Following step (4) of the reaction system, 20.5 g (0.15 mol) of a commercial grade n-propylphenol was dissolved in 100 ml of glacial acetic acid and heated to 40° C. with 24.5 g (0.153 mol) of bromine dissolved in 50 ml of glacial acetic acid. The mixture was stirred and heated at 60° C. for 4 hours. After the reaction was complete, the acetic acid was removed by distillation and the remaining liquid was distilled under reduced pressure to yield 2 mmHg of 2-bromo-4-n-propylphenol having a boilin... Starting materials: C(C=C)N1N(C2=NC(=NC=C2C1=O)SC)C1=NC=CC=C1 (2-allyl-6-(methylthio)-1-pyridin-2-yl-3H-pyrazolo[3,4-d]pyrimidin-3-one), CC=1C=C(N)C=CC1N1CCN(CC1)C (3-methyl-4-(4-methylpiperazin-1-yl)aniline). The product is CC=1C=C(C=CC1N1CCN(CC1)C)NC1=NC=C2C(=N1)N(N(C2=O)CC#C)C2=NC=CC=C2 (6-{[3-methyl-4-(4-methylpiperazin-1-yl)phenyl]amino}-2-(2-propynyl)-1-pyridin-2-yl-1,2-dihydro-3H-pyrazolo[3,4-d]pyrimidin-3-one). RXN SMILES: [CH2:1]([N:4]1[C:12](=[O:13])[C:11]2[C:6](=[N:7][C:8](SC)=[N:9][CH:10]=2)[N:5]1[C:16]1[CH:21]=[CH:20][CH:19]=[CH:18][N:17]=1)[CH:2]=[CH2:3].[CH3:22][C:23]1[CH:24]=[C:25]([CH:27]=[CH:28][C:29]=1[N:30]1[CH2:35][CH2:34][N:33]([CH3:36])[CH2:32][CH2:31]1)[NH2:26]>>[CH3:22][C:23]1[CH:24]=[C:25]([NH:26][C:8]2[N:7]=[C:6]3[N:5]([C:16]4[CH:21]=[CH:20][CH:19]=[CH:18][N:17]=4)[N:4]([CH2:1][C:2]#[CH:3])[C:12](=[O:13])[C:11]3=[CH:10][N:9]=2)[CH:27]=[CH:28][C:29]=1[N:30]1[CH2:31][CH2:32][N:33]([CH3:36])[CH2:34][CH2:35]1. Reported procedure: 17.0 mg of the entitled compound was obtained as a!yellow solid in the same manner as in Example 113-1 to 113-2, for which, however, 2-allyl-6-(methylthio)-1-pyridin-2-yl-3H-pyrazolo[3,4-d]pyrimidin-3-one obtained in Example 29-1 was used in place of 2-allyl-1-[6-(1-hydroxy-1-methylethyl)-2-pyridinyl]-6-(methylthio)-1,2-dihydro-3H-pyrazolo[3,4-d]pyrimidin-3-one used in Example 113-1, and 3-methyl-4-(4-methylpiperazin-1-yl)aniline was used in place of 4-(4-methylpiperazin-1-yl)aniline used in Exa... Starting materials: OCC(=O)C1=CC=CC=C1 (2-Hydroxyacetophenone), C(C)(=O)O (acetic acid), [N+](=O)(O)[O-] (nitric acid), ice water. Run at temperature 35 celsius, time 8 hour. The product is CC(=O)C1=C(C=CC(=C1)[N+](=O)[O-])O (2-hydroxy-5-nitroacetophenone). RXN SMILES: O[CH2:2][C:3]([C:5]1[CH:10]=[CH:9][CH:8]=[CH:7][CH:6]=1)=[O:4].[N+:11]([O-])([OH:13])=[O:12].C(O)(=[O:17])C>>[CH3:2][C:3]([C:5]1[CH:10]=[C:9]([N+:11]([O-:13])=[O:12])[CH:8]=[CH:7][C:6]=1[OH:17])=[O:4]. Procedure details: 2-Hydroxyacetophenone (25.0 g, 183.62 mmol) (B6) was taken up in acetic acid (150 mL) and heated to 35° C. To this solution was then added concentrated nitric acid (26 mL) dropwise over 1.5 hours. After the addition the reaction mixture was stirred overnight at room temperature and worked up by pouring into ice water. The oil so obtained was extracted with ethyl acetate. The ethyl acetate layer was then dried (MgSO4), filtered, concentrated to an oil under reduced pressure and coevaporated with ... Reactants: solution, BrC1=C(C=C(C(=O)O)C=C1)C (4-bromo-3-methyl-benzoic acid). Run in O1CCCC1 (tetrahydrofuran), O1CCCC1 (tetrahydrofuran). Conditions: temperature 20 celsius, time 16 hour. The product is BrC1=C(C=C(CO)C=C1)C (4-Bromo-3-methylbenzyl alcohol). Reaction SMILES: [Br:1][C:2]1[CH:10]=[CH:9][C:5]([C:6](O)=[O:7])=[CH:4][C:3]=1[CH3:11]>O1CCCC1>[Br:1][C:2]1[CH:10]=[CH:9][C:5]([CH2:6][OH:7])=[CH:4][C:3]=1[CH3:11]. Procedure details: 93 ml of a 1M solution of borane-tetrahydrofuran complex in tetrahydrofuran are added dropwise to a solution of 10 g (46.5 mmol) of 4-bromo-3-methyl-benzoic acid in 100 ml of tetrahydrofuran at 0° C. under argon. After the reaction mixture has been heated to 20° C., it is stirred at this temperature for 16 hours. The excess borane complex is then destroyed by careful addition of water (end of the evolution of hydrogen), the mixture is extracted twice with in each case 250 ml of ethyl acetate and...